This data is from the Open Reaction Database (ORD), a public repository of structured organic reaction records. The task is: describe an organic reaction: reactants, conditions, products, and yield As a reaction SMILES: [Cl-:1].[NH4+:2].[OH:3][CH:4]([CH2:5][O:6][c:7]1[c:8]([NH:16][C:17]([CH3:18])=[O:19])[cH:9][c:10]([N+:13]([O-:14])=[O:15])[cH:11][cH:12]1)[CH3:20].[Zn:21]>>[ClH:1].[OH:3][CH:4]([CH2:5][O:6][c:7]1[c:8]([NH:16][C:17]([CH3:18])=[O:19])[cH:9][c:10]([NH2:13])[cH:11][cH:12]1)[CH3:20]. Reactants: [Cl-], [NH4+], CC(=O)Nc1cc([N+](=O)[O-])ccc1OCC(C)O, [Zn]. The product is Cl, CC(=O)Nc1cc(N)ccc1OCC(C)O.